This data is from the Open Reaction Database (ORD), a public repository of structured organic reaction records. The task is: describe an organic reaction: reactants, conditions, products, and yield The reactants are [OH-].[Na+] (NaOH), 80, C1(=CC=CC=C1)CN1CC(OCC1)CC(=O)OCC (ethyl 4-(phenylmethyl)-2-morpholineacetate), O1CCCC1 (tetrahydrofuran), 15, [H-].[Al+3].[Li+].[H-].[H-].[H-] (lithium aluminum hydride), O1CCCC1 (tetrahydrofuran). Solvent: O (water), O (water). Run at time 8 hour. Yields the product 68, C1(=CC=CC=C1)CN1CC(OCC1)CCO (4-(phenylmethyl)-2-morpholineethanol). Isolated yield 99.1%. RXN SMILES: [H-].[Al+3].[Li+].[H-].[H-].[H-].O1CCCC1.[C:12]1([CH2:18][N:19]2[CH2:24][CH2:23][O:22][CH:21]([CH2:25][C:26](OCC)=[O:27])[CH2:20]2)[CH:17]=[CH:16][CH:15]=[CH:14][CH:13]=1.[OH-].[Na+]>O>[C:12]1([CH2:18][N:19]2[CH2:24][CH2:23][O:22][CH:21]([CH2:25][CH2:26][OH:27])[CH2:20]2)[CH:13]=[CH:14][CH:15]=[CH:16][CH:17]=1 |f:0.1.2.3.4.5,8.9|. Procedure details: To a refluxing mixture of 15 parts of lithium aluminum hydride and 534 parts of tetrahydrofuran was added dropwise a solution of 80 parts of ethyl 4-(phenylmethyl)-2-morpholineacetate (described in C.A.; 93, 26362g) in 89 parts of tetrahydrofuran under a nitrogen atmosphere. Refluxing was continued overnight. After cooling to 0°-5° C., there were added successively 15.6 parts of water, 14.6 parts of NaOH 20% and 51 parts of water. The whole was stirred for 1/2 hour and then filtered over diatoma... Starting materials: CS(=O)(=O)OC1=C(C(=O)OC)C=CC=C1 (methyl 2-(methylsulphonyloxy)benzoate). Run in Cl (hydrochloric acid), CCOCC (ether). The product is CS(=O)(=O)OC1=C(C(=O)O)C=CC=C1 (2-(methylsulphonyloxy)benzoic acid). The yield is 94.1%. Reaction SMILES: [CH3:1][S:2]([O:5][C:6]1[CH:15]=[CH:14][CH:13]=[CH:12][C:7]=1[C:8]([O:10]C)=[O:9])(=[O:4])=[O:3]>Cl.CCOCC>[CH3:1][S:2]([O:5][C:6]1[CH:15]=[CH:14][CH:13]=[CH:12][C:7]=1[C:8]([OH:10])=[O:9])(=[O:4])=[O:3]. Reported procedure: A mixture of methyl 2-(methylsulphonyloxy)benzoate (6.9 g) in hydrochloric acid (6M) was heated at reflux for 0.75 hours. The cooled mixture was diluted with ether and extracted with ethyl acetate. The organic layer was washed with aqueous sodium chloride solution. dried (MgSO4) and filtered. The filtrate was evaporated to dryness to give 2-(methylsulphonyloxy)benzoic acid (6.1 g) as a white solid m.p. 125°-126° C. Starting materials: N\C(=C/C#N)\C1=CC(=NC=C1)Cl ((Z)-3-amino-3-(2-chloropyridin-4-yl)acrylonitrile), C(C(=O)O)(=O)O.C(C)NN (ethylhydrazine oxalate), Cl (HCl). The solvent is CO (MeOH). Conditions: temperature 80 celsius, time 2 hour. The product is ClC1=NC=CC(=C1)C1=NN(C(=C1)N)CC (3-(2-Chloropyridin-4-yl)-1-ethyl-1H-pyrazol-5-amine). Isolated yield 410.5%. As a reaction SMILES: [NH2:1]/[C:2](/[C:6]1[CH:11]=[CH:10][N:9]=[C:8]([Cl:12])[CH:7]=1)=[CH:3]\[C:4]#[N:5].[C:13](O)(=O)[C:14](O)=O.C([NH:21]N)C.Cl>CO>[Cl:12][C:8]1[CH:7]=[C:6]([C:2]2[CH:3]=[C:4]([NH2:21])[N:5]([CH2:13][CH3:14])[N:1]=2)[CH:11]=[CH:10][N:9]=1 |f:1.2|. Reported procedure: To a solution of (Z)-3-amino-3-(2-chloropyridin-4-yl)acrylonitrile 20.2.A (2590 mg, 14420 μmol), and ethylhydrazine oxalate (3220 mg, 2144 μmol) in MeOH (70 mL) was added 2N HCl (18 mL). The reaction was stirred at 80° C. for 2 hr, when LC/MS indicated the completion of the reaction (m/e: 223). The reaction was concentrated and worked up between saturated NaHCO3. and iPrOH/CHCl3. Silica gel chromatography afforded the desired product 20.2.B 1.96 g (61%). The reactants are ClCCl, CC(=O)O, CSc1ncc2c(Cl)cc(-c3ccccc3N(C)S(C)(=O)=O)n2n1, O=C(OO)c1cccc(Cl)c1, [Na+], [OH-], O. Yields the product CN(c1ccccc1-c1cc(Cl)c2cnc(O)nn12)S(C)(=O)=O. RXN SMILES: [CH2:25]([Cl:26])[Cl:27].[CH3:41][C:42](=[O:43])[OH:44].[Cl:1][c:2]1[cH:3][c:4](-[c:13]2[c:14]([N:19]([S:20](=[O:21])(=[O:22])[CH3:23])[CH3:24])[cH:15][cH:16][cH:17][cH:18]2)[n:5]2[n:6][c:7]([S:11][CH3:12])[n:8][cH:9][c:10]12.[Cl:28][c:29]1[cH:30][cH:31][cH:32][c:33]([C:34]([O:35][OH:37])=[O:36])[cH:38]1.[Na+:40].[OH-:39].[OH2:45]>>[Cl:1][c:2]1[cH:3][c:4](-[c:13]2[c:14]([N:19]([S:20](=[O:21])(=[O:22])[CH3:23])[CH3:24])[cH:15][cH:16][cH:17][cH:18]2)[n:5]2[n:6][c:7]([OH:36])[n:8][cH:9][c:10]12. The reactants are CCCc1nc(CC)c(Br)c(=O)n1Cc1ccc(-c2ccccc2C#N)cc1, COc1ccc(O)cc1OC, CS(C)=O, CCOC(C)=O, [K+], [OH-]. Yields the product CCCc1nc(CC)c(Oc2ccc(OC)c(OC)c2)c(=O)n1Cc1ccc(-c2ccccc2C#N)cc1. RXN SMILES: [Br:1][c:2]1[c:3]([CH2:27][CH3:28])[n:4][c:5]([CH2:24][CH2:25][CH3:26])[n:6]([CH2:9][c:10]2[cH:11][cH:12][c:13](-[c:16]3[c:17]([C:22]#[N:23])[cH:18][cH:19][cH:20][cH:21]3)[cH:14][cH:15]2)[c:7]1=[O:8].[CH3:29][O:30][c:31]1[cH:32][c:33]([OH:39])[cH:34][cH:35][c:36]1[O:37][CH3:38].[CH3:42][S:43](=[O:44])[CH3:45].[CH3:46][CH2:47][O:48][C:49](=[O:50])[CH3:51].[K+:41].[OH-:40]>>[c:2]1([O:39][c:33]2[cH:32][c:31]([O:30][CH3:29])[c:36]([O:37][CH3:38])[cH:35][cH:34]2)[c:3]([CH2:27][CH3:28])[n:4][c:5]([CH2:24][CH2:25][CH3:26])[n:6]([CH2:9][c:10]2[cH:11][cH:12][c:13](-[c:16]3[c:17]([C:22]#[N:23])[cH:18][cH:19][cH:20][cH:21]3)[cH:14][cH:15]2)[c:7]1=[O:8].